describe an organic reaction: reactants, conditions, products, and yield From a dataset of the Open Reaction Database (ORD), a public repository of structured organic reaction records. Reactants: COC([C@H](CC1=CC(=C(C=C1)Cl)Cl)NC(C1=C(C=C(C=C1)I)NS(=O)(=O)C1=CC=CC=2C1=NSN2)=O)=O ((S)-2-[2-(Benzo[1,2,5]thiadiazole-4-sulfonylamino)-4-iodo-benzoylamino]-3-(3,4-dichloro-phenyl)-propionic acid methyl ester), NCCN(CCN)CCN (tris(2-aminoethyl)amine), COC([C@H](CC1=CC(=C(C=C1)Cl)Cl)NC(C1=C(C=C(C=C1)I)N)=O)=O ((S)-2-(2-amino-4-iodo-benzoylamino)-3-(3,4-dichloro-phenyl)-propionic acid methyl ester), ClS(=O)(=O)C1=CC=CC2=NSN=C21 (4-chlorosulfonyl-2,1,3-benzothiadiazole), N1=CC=CC=C1 (pyridine). Run in C(Cl)Cl (DCM). Conditions: time 8 hour. The product is N1=C2C(=NS1)C(=CC=C2)S(=O)(=O)NC2=C(C(=O)N[C@H](C(=O)O)CC1=CC(=C(C=C1)Cl)Cl)C=CC(=C2)I ((S)-2-[2-(Benzo[1,2,5]thiadiazole-4-sulfonylamino)-4-iodo-benzoylamino]-3-(3,4-dichloro-phenyl)-propionic acid). Yield: 99.0%. As a reaction SMILES: C[O:2][C:3](=[O:37])[C@@H:4]([NH:14][C:15](=[O:36])[C:16]1[CH:21]=[CH:20][C:19]([I:22])=[CH:18][C:17]=1[NH:23][S:24]([C:27]1[C:32]2=[N:33][S:34][N:35]=[C:31]2[CH:30]=[CH:29][CH:28]=1)(=[O:26])=[O:25])[CH2:5][C:6]1[CH:11]=[CH:10][C:9]([Cl:12])=[C:8]([Cl:13])[CH:7]=1.COC(=O)[C@@H](NC(=O)C1C=CC(I)=CC=1N)CC1C=CC(Cl)=C(Cl)C=1.ClS(C1C2C(=NSN=2)C=CC=1)(=O)=O.N1C=CC=CC=1.NCCN(CCN)CCN>C(Cl)Cl>[N:35]1[S:34][N:33]=[C:32]2[C:27]([S:24]([NH:23][C:17]3[CH:18]=[C:19]([I:22])[CH:20]=[CH:21][C:16]=3[C:15]([NH:14][C@@H:4]([CH2:5][C:6]3[CH:11]=[CH:10][C:9]([Cl:12])=[C:8]([Cl:13])[CH:7]=3)[C:3]([OH:37])=[O:2])=[O:36])(=[O:25])=[O:26])=[CH:28][CH:29]=[CH:30][C:31]=12. Procedure: (S)-2-[2-(Benzo[1,2,5]thiadiazole-4-sulfonylamino)-4-iodo-benzoylamino]-3-(3,4-dichloro-phenyl)-propionic acid methyl ester. To a solution of (S)-2-(2-amino-4-iodo-benzoylamino)-3-(3,4-dichloro-phenyl)-propionic acid methyl ester (39 mg, 0.079 mmol) in DCM (1 mL) was added 4-chlorosulfonyl-2,1,3-benzothiadiazole (37 mg, 0.158 mmol) and pyridine (30 μL, 0.371 mmol). The mixture was-shaken overnight at rt, then polymer bound tris(2-aminoethyl)amine resin was added. The resulting mixture was shaken... Reactants: NC1=C(C=C(C=C1C(F)(F)F)N1C(=NC(=C1)C)C)C#N (1-(4-amino-3-cyano-5-trifluoromethylphenyl)-2,4-dimethylimidazole), solution, C(C(C)C)[Al]CC(C)C (diisobutyl aluminium), ice, CO (methanol). Run in O1CCCC1 (tetrahydrofuran), C1(=CC=CC=C1)C (toluene). The product is NC1=C(C=C(C=C1C(F)(F)F)N1C(=NC(=C1)C)C)C=O (1-(4-amino-3-formyl-5-trifluoromethylphenyl)-2,4-dimethylimidazole). As a reaction SMILES: [NH2:1][C:2]1[C:7]([C:8]([F:11])([F:10])[F:9])=[CH:6][C:5]([N:12]2[CH:16]=[C:15]([CH3:17])[N:14]=[C:13]2[CH3:18])=[CH:4][C:3]=1[C:19]#N.C([Al]CC(C)C)C(C)C.C[OH:31]>O1CCCC1.C1(C)C=CC=CC=1>[NH2:1][C:2]1[C:7]([C:8]([F:11])([F:10])[F:9])=[CH:6][C:5]([N:12]2[CH:16]=[C:15]([CH3:17])[N:14]=[C:13]2[CH3:18])=[CH:4][C:3]=1[CH:19]=[O:31] |^1:21|. Procedure: To an ice-cooled stirred solution of 1-(4-amino-3-cyano-5-trifluoromethylphenyl)-2,4-dimethylimidazole (0.7 g) in tetrahydrofuran (10 cm3) was added 3.5 cm3 of a 1.5M solution of diisobutyl aluminium in toluene. The mixture was heated at 40° for 2 hours, cooled in ice, treated with methanol (2 cm3), and evaporated in vacuo. The residue was treated with water (25 cm3) and 2M hydrochloric acid (5 cm3), and heated on a steam bath for five minutes. The solution was then cooled, basified to pH 8 with... Procedure: In analogy to the procedure described in Example 127 e), 6-cyclopropylmethoxy-5-(3,3-difluoro-azetidin-1-yl)-pyridine-2-carboxylic acid (Example 1 b, 20 mg, 70.4 μmol) was reacted with 2,2,2-trifluoro-1-(pyrrolidin-3-yl)ethanol hydrochloride (CAN of corresponding free base: 943906-23-8, 14.5 mg, 70.4 μmol) to obtain the title compound (14 mg, 46%) as colorless liquid, MS (EI): m/e=436.4 [MH+]. Starting materials: C1(CC1)COC1=C(C=CC(=N1)C(=O)O)N1CC(C1)(F)F (6-cyclopropylmethoxy-5-(3,3-difluoro-azetidin-1-yl)-pyridine-2-carboxylic acid), Cl.FC(C(O)C1CNCC1)(F)F (2,2,2-trifluoro-1-(pyrrolidin-3-yl)ethanol hydrochloride). Product: C1(CC1)COC1=C(C=CC(=N1)C(=O)N1CC(CC1)C(C(F)(F)F)O)N1CC(C1)(F)F ([6-(Cyclopropylmethoxy)-5-(3,3-difluoroazetidin-1-yl)pyridin-2-yl]-[3-(2,2,2-trifluoro-1-hydroxyethyl)pyrrolidin-1-yl]methanone). The yield is 45.7%. As a reaction SMILES: [CH:1]1([CH2:4][O:5][C:6]2[N:11]=[C:10]([C:12]([OH:14])=O)[CH:9]=[CH:8][C:7]=2[N:15]2[CH2:18][C:17]([F:20])([F:19])[CH2:16]2)[CH2:3][CH2:2]1.Cl.[F:22][C:23]([F:32])([F:31])[CH:24]([CH:26]1[CH2:30][CH2:29][NH:28][CH2:27]1)[OH:25]>>[CH:1]1([CH2:4][O:5][C:6]2[N:11]=[C:10]([C:12]([N:28]3[CH2:29][CH2:30][CH:26]([CH:24]([OH:25])[C:23]([F:31])([F:32])[F:22])[CH2:27]3)=[O:14])[CH:9]=[CH:8][C:7]=2[N:15]2[CH2:18][C:17]([F:20])([F:19])[CH2:16]2)[CH2:2][CH2:3]1 |f:1.2|. Starting materials: COC(C)C(SC(=O)c1ccccc1)C(=O)N1CCCC1C(=O)O, CSCC(CSC(C)=O)C(=O)N1CCCC1C(=O)O. Product: COC(C)C(S)C(=O)N1CCCC1C(=O)O. As a reaction SMILES: [C:1](=[O:2])([c:3]1[cH:4][cH:5][cH:6][cH:7][cH:8]1)[S:9][CH:10]([C:11](=[O:12])[N:13]1[CH:14]([C:15](=[O:16])[OH:17])[CH2:18][CH2:19][CH2:20]1)[CH:21]([CH3:22])[O:23][CH3:24].[C:25]([S:26][CH2:27][CH:28]([CH2:29][S:30][CH3:31])[C:32]([N:33]1[CH2:34][CH2:35][CH2:36][CH:37]1[C:38]([OH:39])=[O:40])=[O:41])(=[O:42])[CH3:43]>>[SH:9][CH:10]([C:11](=[O:12])[N:13]1[CH:14]([C:15](=[O:16])[OH:17])[CH2:18][CH2:19][CH2:20]1)[CH:21]([CH3:22])[O:23][CH3:24]. Starting materials: COC=1C=CC(=CC1)CO (p-Methoxybenzyl alcohol), C([O-])([O-])=O.[Na+].[Na+] (sodium carbonate), C1CC(=O)N(C1=O)Cl (NCS). Reagents/catalysts: [Br-].C(C1=CC=CC=C1)[N+](C)(C)C (benzyltrimethylammonium bromide), CC1(CCCC(N1[O])(C)C)C (TEMPO). The solvent is ClCCl (dichloromethane). The product is C(C1=CC=C(C=C1)OC)=O (p-anisaldehyde). Isolated yield 82.1%. Reaction SMILES: [CH3:1][O:2][C:3]1[CH:4]=[CH:5][C:6]([CH2:9][OH:10])=[CH:7][CH:8]=1.C(=O)([O-])[O-].[Na+].[Na+].C1C(=O)N(Cl)C(=O)C1>[Br-].C([N+](C)(C)C)C1C=CC=CC=1.CC1(C)N([O])C(C)(C)CCC1.ClCCl>[CH:9](=[O:10])[C:6]1[CH:5]=[CH:4][C:3]([O:2][CH3:1])=[CH:8][CH:7]=1 |f:1.2.3,5.6,^1:40|. Reported procedure: p-Methoxybenzyl alcohol (2.0 g, 14.5 mmol), sodium carbonate (0.9 g, 8.7 mmol), TEMPO (23 mg, 0.15 mmol), benzyltrimethylammonium bromide (0.3 g, 1.5 mmol) and dichloromethane (15 ml) were put in a 50-ml egg plant type flask. The suspension was cooled to less than 10° C. in an ice bath and thereto was added NCS (2.1 g, 16 mmol) divided in two portions. The insoluble materials were filtered off and the filtrate was washed with 5% aqueous sodium bicarbonate solution. The crude product was purified... Starting materials: CCOC(=O)C(C)=Cc1ccc(OC)c(OC2CCCC2)c1, [Li+], [OH-], O. Product: COc1ccc(C=C(C)C(=O)O)cc1OC1CCCC1. Reaction SMILES: [CH2:1]([CH3:2])[O:3][C:4]([C:5](=[CH:6][c:7]1[cH:8][c:9]([O:15][CH:16]2[CH2:17][CH2:18][CH2:19][CH2:20]2)[c:10]([O:13][CH3:14])[cH:11][cH:12]1)[CH3:21])=[O:22].[Li+:24].[OH-:23].[OH2:25]>>[O:3]=[C:4]([C:5](=[CH:6][c:7]1[cH:8][c:9]([O:15][CH:16]2[CH2:17][CH2:18][CH2:19][CH2:20]2)[c:10]([O:13][CH3:14])[cH:11][cH:12]1)[CH3:21])[OH:22]. The reactants are C1CCOC1, COc1ccc(C(C)=O)cc1, CS(C)=O, C[S+](C)C, [H-], [I-], [Na+], O. The product is COc1ccc(C2(C)CO2)cc1. RXN SMILES: [CH2:23]1[O:24][CH2:25][CH2:26][CH2:27]1.[CH3:12][O:13][c:14]1[cH:15][cH:16][c:17]([C:20]([CH3:21])=[O:22])[cH:18][cH:19]1.[CH3:1][S:2]([CH3:3])=[O:4].[CH3:8][S+:9]([CH3:10])[CH3:11].[H-:6].[I-:7].[Na+:5].[OH2:28]>>[CH3:8][C:20]1([c:17]2[cH:16][cH:15][c:14]([O:13][CH3:12])[cH:19][cH:18]2)[CH2:21][O:22]1. The reactants are CC(C)=O, Ic1cnn(C2CCC3(CC2)OCCO3)c1, O, Cc1ccc(S(=O)(=O)[O-])cc1, c1cc[nH+]cc1. Product: O=C1CCC(n2cc(I)cn2)CC1. Reaction SMILES: [CH3:34][C:35](=[O:36])[CH3:37].[O:1]1[CH2:3][CH2:2][O:4][C:5]12[CH2:6][CH2:7][CH:8]([n:11]1[n:12][cH:13][c:14]([I:16])[cH:15]1)[CH2:9][CH2:10]2.[OH2:38].[c:17]1([CH3:18])[cH:19][cH:20][c:21]([S:22]([O-:23])(=[O:24])=[O:25])[cH:26][cH:27]1.[nH+:28]1[cH:29][cH:30][cH:31][cH:32][cH:33]1>>[O:4]=[C:5]1[CH2:6][CH2:7][CH:8]([n:11]2[n:12][cH:13][c:14]([I:16])[cH:15]2)[CH2:9][CH2:10]1. RXN SMILES: C[O:2][C:3]1[CH:12]=[C:11]2[C:6]([C:7]([C:13]3[C:14]([C:22]4[CH:27]=[CH:26][CH:25]=[C:24]([CH3:28])[N:23]=4)=[N:15][N:16]4[CH:21]=[CH:20][CH:19]=[CH:18][C:17]=34)=[CH:8][CH:9]=[N:10]2)=[CH:5][CH:4]=1.C(S)C.[H-].[Na+].[NH4+].[Cl-]>CN(C=O)C>[CH3:28][C:24]1[N:23]=[C:22]([C:14]2[C:13]([C:7]3[C:6]4[C:11](=[CH:12][C:3]([OH:2])=[CH:4][CH:5]=4)[N:10]=[CH:9][CH:8]=3)=[C:17]3[CH:18]=[CH:19][CH:20]=[CH:21][N:16]3[N:15]=2)[CH:27]=[CH:26][CH:25]=1 |f:2.3,4.5|. The solvent is CN(C)C=O (DMF). The yield is 92.2%. Run at temperature 80 celsius. Reported procedure: To a solution of 7-methoxy-4-[2-(6-methyl-pyridin-2-yl)-pyrazolo[1,5-a]pyridin-3-yl]-quinoline (1.3 g, 3.57 mmol) in DMF (36 mL), add ethanethiol (5.3 mL, 71.4 mmol), followed by sodium hydride (60% dispersion in mineral oil, 2.9 g, 71.4 mmol). After all of the gas has evolved, the mixture is heated at 80° C. for 4 hours, then cooled to room temperature. Saturated aqueous NH4Cl (5 mL) is added, and the mixture concentrated. The residue is dissolved in methylene chloride, washed with water and co... The product is CC1=CC=CC(=N1)C1=NN2C(C=CC=C2)=C1C1=CC=NC2=CC(=CC=C12)O (4-[2-(6-Methyl-pyridin-2-yl)-pyrazolo[1,5-a]pyridin-3-yl]-quinolin-7-ol). The reactants are COC1=CC=C2C(=CC=NC2=C1)C=1C(=NN2C1C=CC=C2)C2=NC(=CC=C2)C (7-methoxy-4-[2-(6-methyl-pyridin-2-yl)-pyrazolo[1,5-a]pyridin-3-yl]-quinoline), C(C)S (ethanethiol), [NH4+].[Cl-] (NH4Cl), [H-].[Na+] (sodium hydride). The reactants are O=C([O-])[O-], O=C=NS(=O)(=O)Cl, ClCCl, [Na+], [Na+], O, O, CC1C(C(C)(C)O)CCN1c1ccc(C#N)c2ccccc12. Product: CC1C(C(C)(C)OC(N)=O)CCN1c1ccc(C#N)c2ccccc12. As a reaction SMILES: [C:32](=[O:33])([O-:34])[O-:35].[Cl:23][S:24](=[O:25])(=[O:26])[N:27]=[C:28]=[O:29].[Cl:38][CH2:39][Cl:40].[Na+:36].[Na+:37].[OH2:30].[OH2:31].[OH:1][C:2]([CH3:3])([CH3:4])[CH:5]1[CH:6]([CH3:22])[N:7]([c:10]2[cH:11][cH:12][c:13]([C:20]#[N:21])[c:14]3[cH:15][cH:16][cH:17][cH:18][c:19]23)[CH2:8][CH2:9]1>>[O:1]([C:2]([CH3:3])([CH3:4])[CH:5]1[CH:6]([CH3:22])[N:7]([c:10]2[cH:11][cH:12][c:13]([C:20]#[N:21])[c:14]3[cH:15][cH:16][cH:17][cH:18][c:19]23)[CH2:8][CH2:9]1)[C:28]([NH2:27])=[O:29].